This data is from the Open Reaction Database (ORD), a public repository of structured organic reaction records. The task is: describe an organic reaction: reactants, conditions, products, and yield Solvent: C1CCOC1 (THF), C1CCOC1 (THF), C1CCOC1 (THF). Reaction SMILES: [CH3:1][O:2][C:3]1[CH:15]=[C:14]([O:16][CH3:17])[CH:13]=[CH:12][C:4]=1[CH2:5][NH:6][C:7]1[S:8][CH:9]=[CH:10][N:11]=1.C[Si](C)(C)[N-][Si](C)(C)C.[Li+].Cl[S:29]([C:32]1[CH:40]=[CH:39][C:35]([C:36]([OH:38])=[O:37])=[CH:34][CH:33]=1)(=[O:31])=[O:30]>C1COCC1>[CH3:1][O:2][C:3]1[CH:15]=[C:14]([O:16][CH3:17])[CH:13]=[CH:12][C:4]=1[CH2:5][N:6]([C:7]1[S:8][CH:9]=[CH:10][N:11]=1)[S:29]([C:32]1[CH:33]=[CH:34][C:35]([C:36]([OH:38])=[O:37])=[CH:39][CH:40]=1)(=[O:31])=[O:30] |f:1.2|. The product is COC1=C(CN(S(=O)(=O)C2=CC=C(C(=O)O)C=C2)C=2SC=CN2)C=CC(=C1)OC (4-{[(2,4-Dimethoxybenzyl)(1,3-thiazol-2-yl)amino]sulfonyl}benzoic acid). Reactants: COC1=C(CNC=2SC=CN2)C=CC(=C1)OC (N-(2,4-dimethoxybenzyl)-1,3-thiazol-2-amine), ClS(=O)(=O)C1=CC=C(C(=O)O)C=C1 (4-(chlorosulfonyl)benzoic acid), C[Si]([N-][Si](C)(C)C)(C)C.[Li+] (Lithium hexamethyldisilazide). Yield: 42.2%. Reaction conditions: time 30 minute. Procedure details: N-(2,4-dimethoxybenzyl)-1,3-thiazol-2-amine (3.83 g, 0.0153 mol; Icagen) was dissolved in THF (70 mL, 0.8 mol) and cooled in an ice bath. 1.0 M of Lithium hexamethyldisilazide in THF (33 mL) was added dropwise to the reaction. After 30 minutes, a solution of 4-(chlorosulfonyl)benzoic acid (3.07 g, 0.0139 mol) in THF (30 mL, 0.4 mol) was added dropwise to the reaction. The reaction was stirred overnight then quenched with 0.5 N HCl and diluted with ethyl acetate. The phases were separated and the...